Dataset: the Open Reaction Database (ORD), a public repository of structured organic reaction records. Task: describe an organic reaction: reactants, conditions, products, and yield The reactants are CC(C)(C)C(=O)Cl, ClCCl, O=C(Nc1ccccc1)c1cc(O)c(O)cc1NC(=O)c1sc2ccccc2c1Cl. Product: CC(C)(C)C(=O)Oc1cc(NC(=O)c2sc3ccccc3c2Cl)c(C(=O)Nc2ccccc2)cc1O. As a reaction SMILES: [CH3:31][C:32]([C:33](=[O:34])[Cl:35])([CH3:36])[CH3:37].[Cl:38][CH2:39][Cl:40].[c:1]1([NH:7][C:8]([c:9]2[c:10]([NH:17][C:18](=[O:19])[c:20]3[c:21]([Cl:29])[c:22]4[c:23]([s:24]3)[cH:25][cH:26][cH:27][cH:28]4)[cH:11][c:12]([OH:16])[c:13]([OH:15])[cH:14]2)=[O:30])[cH:2][cH:3][cH:4][cH:5][cH:6]1>>[c:1]1([NH:7][C:8]([c:9]2[c:10]([NH:17][C:18](=[O:19])[c:20]3[c:21]([Cl:29])[c:22]4[c:23]([s:24]3)[cH:25][cH:26][cH:27][cH:28]4)[cH:11][c:12]([O:16][C:33]([C:32]([CH3:31])([CH3:36])[CH3:37])=[O:34])[c:13]([OH:15])[cH:14]2)=[O:30])[cH:2][cH:3][cH:4][cH:5][cH:6]1. The reactants are O=C([O-])[O-], CCCCCCCCCCCCCCCCCc1nnc2n1-c1sc(CC)cc1C(c1ccc(C)cc1)=NC2, CCCCCC, [K+], [K+], O=N[O-], [Na+], C1COCCO1, O, O=S(=O)(O)O. The product is CCCCCCCCCCCCCCCCCc1nnc(CO)n1-c1sc(CC)cc1C(=O)c1ccc(C)cc1. RXN SMILES: [C:49](=[O:50])([O-:51])[O-:52].[CH2:1]([CH3:2])[c:3]1[cH:4][c:5]2[c:11]([s:12]1)-[n:10]1[c:9]([n:15][n:14][c:13]1[CH2:16][CH2:17][CH2:18][CH2:19][CH2:20][CH2:21][CH2:22][CH2:23][CH2:24][CH2:25][CH2:26][CH2:27][CH2:28][CH2:29][CH2:30][CH2:31][CH3:32])[CH2:8][N:7]=[C:6]2[c:33]1[cH:34][cH:35][c:36]([CH3:39])[cH:37][cH:38]1.[CH3:62][CH2:63][CH2:64][CH2:65][CH2:66][CH3:67].[K+:53].[K+:54].[N:45]([O-:46])=[O:47].[Na+:48].[O:56]1[CH2:57][CH2:58][O:59][CH2:60][CH2:61]1.[OH2:55].[S:40]([OH:41])(=[O:42])(=[O:43])[OH:44]>>[CH2:1]([CH3:2])[c:3]1[cH:4][c:5]([C:6]([c:33]2[cH:34][cH:35][c:36]([CH3:39])[cH:37][cH:38]2)=[O:41])[c:11](-[n:10]2[c:9]([CH2:8][OH:55])[n:15][n:14][c:13]2[CH2:16][CH2:17][CH2:18][CH2:19][CH2:20][CH2:21][CH2:22][CH2:23][CH2:24][CH2:25][CH2:26][CH2:27][CH2:28][CH2:29][CH2:30][CH2:31][CH3:32])[s:12]1. The product is COC1=CC=C(C=C1)[C@H]1[C@@H](C1)NC(C)=O ((1R-trans)-N-[2-(4-Methoxyphenyl)cyclopropyl]acetamide), solid. Reactants: COC1=CC=C(C=C1)[C@H]1[C@@H](C1)N ((1R-trans)-2-(4-methoxyphenyl)cyclopropanamine), OC(C(=O)[O-])C(C(=O)[O-])O (2,3-dihydroxybutanedioate). Procedure: The sub-title compound was prepared according to the method of Example 4, step a) from (1R-trans)-2-(4-methoxyphenyl)cyclopropanamine, [R-(R*,R*)]-2,3-dihydroxybutanedioate (1:1) (prepared as described in W09905143) to give a white solid (655 mg). As a reaction SMILES: [CH3:1][O:2][C:3]1[CH:8]=[CH:7][C:6]([C@@H:9]2[CH2:11][C@H:10]2[NH2:12])=[CH:5][CH:4]=1.[OH:13][CH:14](C(O)C([O-])=O)[C:15]([O-])=O>>[CH3:1][O:2][C:3]1[CH:4]=[CH:5][C:6]([C@@H:9]2[CH2:11][C@H:10]2[NH:12][C:14](=[O:13])[CH3:15])=[CH:7][CH:8]=1. The reactants are C(C=C)ON(S(=O)(=O)C1=C(C=CC=C1)[N+](=O)[O-])C1C(=C[C@H](N(C1)C(=O)OC(C)(C)C)CO[Si](C)(C)C(C)(C)C)CC(=O)N ((25)-tert-butyl 5-(N-(allyloxy)-2-nitrophenylsulfonamido)-4-(2-amino-2-oxoethyl)-2-(((tert-butyldimethylsilyl)oxy)methyl)-5,6-dihydropyridine-1(2H)-carboxylate), C(C=C)ON(S(=O)(=O)C1=C(C=CC=C1)[N+](=O)[O-])C1C(=C[C@H](N(C1)C(=O)OC(C)(C)C)CO[Si](C)(C)C(C)(C)C)CC(=O)N ((25)-tert-butyl 5-(N-(allyloxy)-2-nitrophenylsulfonamido)-4-(2-amino-2-oxoethyl)-2-(((tert-butyldimethylsilyl)oxy)methyl)-5,6-dihydropyridine-1(2H)-carboxylate), I(=O)(=O)(=O)[O-].[Na+] (sodium periodate), NaCr2O7 HNO3, OS(=O)[O-].[Na+] (NaHSO3). Run in C(C)#N (acetonitrile), C(C)(=O)OCC (ethyl acetate). Reaction conditions: time 15 hour. Yields the product C(C=C)ON(S(=O)(=O)C1=C(C=CC=C1)[N+](=O)[O-])C1C(=C[C@H](N(C1)C(=O)OC(C)(C)C)C(=O)O)CC(=O)N ((2S)-5-(N-(allyloxy)-2-nitrophenylsulfonamido)-4-(2-amino-2-oxoethyl)-1-(tert-butoxycarbonyl)-1,2,5,6-tetrahydropyridine-2-carboxylic acid). Reaction SMILES: [CH2:1]([O:4][N:5]([CH:18]1[CH2:23][N:22]([C:24]([O:26][C:27]([CH3:30])([CH3:29])[CH3:28])=[O:25])[C@H:21]([CH2:31][O:32][Si](C(C)(C)C)(C)C)[CH:20]=[C:19]1[CH2:40][C:41]([NH2:43])=[O:42])[S:6]([C:9]1[CH:14]=[CH:13][CH:12]=[CH:11][C:10]=1[N+:15]([O-:17])=[O:16])(=[O:8])=[O:7])[CH:2]=[CH2:3].I([O-])(=O)(=O)=[O:45].[Na+].OS([O-])=O.[Na+]>C(#N)C.C(OCC)(=O)C>[CH2:1]([O:4][N:5]([CH:18]1[CH2:23][N:22]([C:24]([O:26][C:27]([CH3:28])([CH3:30])[CH3:29])=[O:25])[C@H:21]([C:31]([OH:45])=[O:32])[CH:20]=[C:19]1[CH2:40][C:41]([NH2:43])=[O:42])[S:6]([C:9]1[CH:14]=[CH:13][CH:12]=[CH:11][C:10]=1[N+:15]([O-:17])=[O:16])(=[O:8])=[O:7])[CH:2]=[CH2:3] |f:1.2,3.4|. Procedure: To the solution of (25)-tert-butyl 5-(N-(allyloxy)-2-nitrophenylsulfonamido)-4-(2-amino-2-oxoethyl)-2-(((tert-butyldimethylsilyl)oxy)methyl)-5,6-dihydropyridine-1(2H)-carboxylate (Intermediate 174, 2.61 g, 4.96 mmol) in acetonitrile (50 mL) was added sodium periodate (4.66 g, 21.81 mmol) and catalytic solution of NaCr2O7/HNO3 solution (6.0 mL) at room temperature and stirred for 15 h. The mixture was diluted with 100 mL ethyl acetate, 25 mL 1M pH 7 buffer, 25 mL 2M NaHSO3. The aqueous solution w... Starting materials: CC(=O)OC(C)(C)C, CCCc1sc(-c2cccc(C(=O)OC)c2)nc1COC1CCCCO1, [Li]. The product is CCCc1sc(-c2cccc(C(=O)CC(=O)OC(C)(C)C)c2)nc1COC1CCCCO1. As a reaction SMILES: [C:27]([CH3:28])(=[O:29])[O:30][C:31]([CH3:32])([CH3:33])[CH3:34].[CH3:1][O:2][C:3]([c:4]1[cH:5][c:6](-[c:10]2[s:11][c:12]([CH2:23][CH2:24][CH3:25])[c:13]([CH2:15][O:16][CH:17]3[O:18][CH2:19][CH2:20][CH2:21][CH2:22]3)[n:14]2)[cH:7][cH:8][cH:9]1)=[O:26].[Li:35]>>[C:3]([c:4]1[cH:5][c:6](-[c:10]2[s:11][c:12]([CH2:23][CH2:24][CH3:25])[c:13]([CH2:15][O:16][CH:17]3[O:18][CH2:19][CH2:20][CH2:21][CH2:22]3)[n:14]2)[cH:7][cH:8][cH:9]1)(=[O:26])[CH2:28][C:27](=[O:29])[O:30][C:31]([CH3:32])([CH3:33])[CH3:34].